This data is from the Open Reaction Database (ORD), a public repository of structured organic reaction records. The task is: describe an organic reaction: reactants, conditions, products, and yield Starting materials: Cl.CN(CCCN=C=NCC)C (N-(3-Dimethylaminopropyl)-N′-ethylcarbodiimide hydrochloride), ClC=1C(=C(C=CC1C#N)NC(C(=O)O)C(C)O)C=C (2-(3-Chloro-4-cyano-2-vinyl-phenylamino)-3-hydroxy-butyric acid), C(#N)C1=CC=C(C(=O)NN)C=C1 (4-cyanobenzohydrazide), OC1=CC=CC=2NN=NC21 (hydroxybenzotriazole), TEA. The solvent is C1CCOC1 (THF). Reaction conditions: temperature -15 celsius, time 20 minute. Yields the product ClC=1C(=C(C=CC1C#N)NC(C(=O)NNC(C1=CC=C(C=C1)C#N)=O)C(C)O)C=C (4-Cyano-benzoic acid N′-[2-(3-chloro-4-cyano-2-vinyl-phenylamino)-3-hydroxy-butyryl]-hydrazide). Isolated yield 49.0%. As a reaction SMILES: [Cl:1][C:2]1[C:3]([CH:18]=[CH2:19])=[C:4]([NH:10][CH:11]([CH:15]([OH:17])[CH3:16])[C:12]([OH:14])=O)[CH:5]=[CH:6][C:7]=1[C:8]#[N:9].[C:20]([C:22]1[CH:31]=[CH:30][C:25]([C:26]([NH:28][NH2:29])=[O:27])=[CH:24][CH:23]=1)#[N:21].OC1C2N=NNC=2C=CC=1.Cl.CN(C)CCCN=C=NCC>C1COCC1>[Cl:1][C:2]1[C:3]([CH:18]=[CH2:19])=[C:4]([NH:10][CH:11]([CH:15]([OH:17])[CH3:16])[C:12]([NH:29][NH:28][C:26](=[O:27])[C:25]2[CH:24]=[CH:23][C:22]([C:20]#[N:21])=[CH:31][CH:30]=2)=[O:14])[CH:5]=[CH:6][C:7]=1[C:8]#[N:9] |f:3.4|. Procedure: 2-(3-Chloro-4-cyano-2-vinyl-phenylamino)-3-hydroxy-butyric acid (690 mg, 3.8 mmol) and 4-cyanobenzohydrazide (673 mg, 4.18 mmol) were mixed together in THF (100 ml) and cooled to −15° C., under N2 atmosphere. To the pre-cooled reaction mixture were added hydroxybenzotriazole (HOBT) (514 mg, 3.8 mmol), TEA (0.8 mL, 5.7 mmol) followed by N-(3-Dimethylaminopropyl)-N′-ethylcarbodiimide hydrochloride (EDCI) (1.09 g, 5.7 mmol). The reaction mixture was allowed to stir at −20° C. for 20 min and then at... The reactants are C(CCCCCCCCCCCCCCC)OCC(COC(C1=CC=CC=C1)(C1=CC=CC=C1)C1=CC=CC=C1)=O (1-Hexadecyloxy-3-triphenylmethoxypropan-2-one), C(CCC)[Li] (n-butyllithium), O (Water). The reagents and catalysts are [Br-].C[P+](C1=CC=CC=C1)(C1=CC=CC=C1)C1=CC=CC=C1 (methyltriphenylphosphonium bromide). Solvent: O1CCOCC1 (dioxane), CCCCCC (hexane), O1CCOCC1 (dioxane). Conditions: time 45 minute. The product is C(CCCCCCCCCCCCCCC)OC(C=C)COC(C1=CC=CC=C1)(C1=CC=CC=C1)C1=CC=CC=C1 (3-Hexadecyloxy-3-(triphenylmethoxymethyl)-1-propene). The yield is 82.0%. As a reaction SMILES: [CH2:1]([Li])[CH2:2][CH2:3][CH3:4].C(OCC(=O)C[O:26][C:27]([C:40]1[CH:45]=[CH:44][CH:43]=[CH:42][CH:41]=1)([C:34]1[CH:39]=[CH:38][CH:37]=[CH:36][CH:35]=1)C1C=CC=CC=1)CCCCCCCCCCCCCCC.[OH2:47]>CCCCCC.[Br-].C[P+](C1C=CC=CC=1)(C1C=CC=CC=1)C1C=CC=CC=1.O1CCOCC1>[CH2:4]([O:47][CH:41]([CH2:42][O:26][C:27]([C:40]1[CH:45]=[CH:44][CH:43]=[CH:42][CH:41]=1)([C:34]1[CH:39]=[CH:38][CH:37]=[CH:36][CH:35]=1)[C:34]1[CH:39]=[CH:38][CH:37]=[CH:36][CH:35]=1)[CH:40]=[CH2:27])[CH2:3][CH2:2][CH2:1][CH2:1][CH2:2][CH2:3][CH2:4][CH2:1][CH2:2][CH2:3][CH2:4][CH2:1][CH2:2][CH2:3][CH3:4] |f:4.5|. Procedure details: A solution of n-butyllithium (47 ml, 113 mmol) in hexane was added to a suspension of methyltriphenylphosphonium bromide (40.0 g, 112 mmol) in 100 ml dry dioxane under N2 and the dark red solution was stirred at room temperature for 45 minutes. Compound 1 (35.1 g, 63.1 mmol) in 100 ml dry dioxane was added and the mixture was stirred for 2 hours. Water (10 ml) was added and the solution was partitioned between hexane and water. The aqueous layer was washed 2 times with hexane and the combined or...